From a dataset of the Open Reaction Database (ORD), a public repository of structured organic reaction records. describe an organic reaction: reactants, conditions, products, and yield The reactants are NC=1C(=NC=NC1Cl)Cl (5-amino-4,6-dichloropyrimidine), C(C1=CC=CC=C1)(=O)Cl (benzoyl chloride). Reaction conditions: temperature 100 celsius. Yields the product ClC1=NC=NC(=C1NC(C1=CC=CC=C1)=O)Cl (N-(4,6-dichloropyrimidin-5-yl)benzamide). As a reaction SMILES: [NH2:1][C:2]1[C:3]([Cl:9])=[N:4][CH:5]=[N:6][C:7]=1[Cl:8].[C:10](Cl)(=[O:17])[C:11]1[CH:16]=[CH:15][CH:14]=[CH:13][CH:12]=1>>[Cl:9][C:3]1[C:2]([NH:1][C:10](=[O:17])[C:11]2[CH:16]=[CH:15][CH:14]=[CH:13][CH:12]=2)=[C:7]([Cl:8])[N:6]=[CH:5][N:4]=1. Procedure: A mixture of 5-amino-4,6-dichloropyrimidine (1.15 g, 0.00701 mol) and benzoyl chloride (1.0 mL, 0.0086 mol) was heated at 100° C. overnight. The reaction was cooled and the residue was triturated with diethyl ether, filtered and collected to obtain 1.6 g (85%). Starting materials: material, [O-]P(=O)([O-])[O-].[K+].[K+].[K+] (K3PO4), FC1=C(OCC2=NC=CC=C2)C=CC(=C1)B1OC(C(O1)(C)C)(C)C (2-((2-fluoro-4-(4,4,5,5-tetramethyl-1,3,2-dioxaborolan-2-yl)phenoxy)methyl)pyridine), N1N=CC=2C1=NC=NC2N (1H-pyrazolo[3,4-d]pyrimidin-4-amine), IN1C(CCC1=O)=O (N-iodosuccinimide), CC(C)(C#N)N=NC(C)(C)C#N (AIBN). The reagents and catalysts are C1=CC=C(C=C1)P([C-]2C=CC=C2)C3=CC=CC=C3.C1=CC=C(C=C1)P([C-]2C=CC=C2)C3=CC=CC=C3.Cl[Pd]Cl.[Fe+2] (Pd(dppf)Cl2). Run in CN(C)C=O (DMF), C(C)#N (acetonitrile). Reaction conditions: temperature 80 celsius. Yields the product FC=1C=C(C=CC1OCC1=NC=CC=C1)C1=NNC2=NC=NC(=C21)N (3-(3-fluoro-4-(pyridin-2-ylmethoxy)phenyl)-1H-pyrazolo[3,4-d]pyrimidin-4-amine). Reaction SMILES: [NH:1]1[C:5]2=[N:6][CH:7]=[N:8][C:9]([NH2:10])=[C:4]2[CH:3]=[N:2]1.IN1C(=O)CCC1=O.CC(N=NC(C#N)(C)C)(C#N)C.[O-]P([O-])([O-])=O.[K+].[K+].[K+].[F:39][C:40]1[CH:53]=[C:52](B2OC(C)(C)C(C)(C)O2)[CH:51]=[CH:50][C:41]=1[O:42][CH2:43][C:44]1[CH:49]=[CH:48][CH:47]=[CH:46][N:45]=1>C(#N)C.CN(C=O)C.C1C=CC(P(C2C=CC=CC=2)[C-]2C=CC=C2)=CC=1.C1C=CC(P(C2C=CC=CC=2)[C-]2C=CC=C2)=CC=1.Cl[Pd]Cl.[Fe+2]>[F:39][C:40]1[CH:53]=[C:52]([C:3]2[C:4]3[C:5](=[N:6][CH:7]=[N:8][C:9]=3[NH2:10])[NH:1][N:2]=2)[CH:51]=[CH:50][C:41]=1[O:42][CH2:43][C:44]1[CH:49]=[CH:48][CH:47]=[CH:46][N:45]=1 |f:3.4.5.6,10.11.12.13|. Procedure details: 1H-pyrazolo[3,4-d]pyrimidin-4-amine (1 equivalent), N-iodosuccinimide (1.25 equivalents) and AIBN (0.1 equivalents) are heated in acetonitrile for 10 h. The reaction is filtered and the filtered material (1 equivalent) is placed in DMF. Pd(dppf)Cl2 (0.6 equivalents), KI (0.1 equivalents), K3PO4 (3 equivalents) and 2-((2-fluoro-4-(4,4,5,5-tetramethyl-1,3,2-dioxaborolan-2-yl)phenoxy)methyl)pyridine (1 equivalent) are added and the mixture is heated at 80° C. overnight. The reaction is partitioned ... Reactants: O=C1NC2=C(C=CC=C2C1)OC1=CC(=C(C(=C1)OC)OC)OC (2-oxo-7-(3,4,5-trimethoxyphenoxy)indoline), [OH-].[Na+] (sodium hydroxide), O1CCOCC1 (dioxane). Solvent: O (water). Product: NC1=C(C=CC=C1OC1=CC(=C(C(=C1)OC)OC)OC)CC(=O)O (2-[2-amino-3-(3,4,5-trimethoxyphenoxy)phenyl]acetic acid). RXN SMILES: [O:1]=[C:2]1[CH2:10][C:9]2[C:4](=[C:5]([O:11][C:12]3[CH:17]=[C:16]([O:18][CH3:19])[C:15]([O:20][CH3:21])=[C:14]([O:22][CH3:23])[CH:13]=3)[CH:6]=[CH:7][CH:8]=2)[NH:3]1.[OH-].[Na+].[O:26]1CCOCC1>O>[NH2:3][C:4]1[C:5]([O:11][C:12]2[CH:17]=[C:16]([O:18][CH3:19])[C:15]([O:20][CH3:21])=[C:14]([O:22][CH3:23])[CH:13]=2)=[CH:6][CH:7]=[CH:8][C:9]=1[CH2:10][C:2]([OH:26])=[O:1] |f:1.2|. Reported procedure: A mixture of 2-oxo-7-(3,4,5-trimethoxyphenoxy)indoline (3.2 g.), sodium hydroxide (1 g.), dioxane (20 ml.) and water (20 ml.) was refluxed under heating for 36 hours with stirring. After cooling, the reaction mixture was washed with diethyl ether. Ethyl acetate was added to the aqueous solution and adjusted to pH 4.0 with 5% sulfuric acid. The ethyl acetate layer was separated, washed with water and dried over magnesium sulfate and the solvent was distilled off under reduced pressure. The residu... RXN SMILES: [C:1]([CH2:2][CH2:3][CH3:4])(=[O:5])[O:6][CH2:7][CH:8]([O:9][CH2:13][CH3:14])[O:10][CH2:11][CH3:12].[Cl:23][CH2:24][Cl:25].[F:15][C:16]([F:17])([F:18])[C:19]([OH:20])=[O:21].[OH2:22]>>[C:1]([CH2:2][CH2:3][CH3:4])(=[O:5])[O:6][CH2:7][CH:8]=[O:9]. The reactants are CCCC(=O)OCC(OCC)OCC, ClCCl, O=C(O)C(F)(F)F, O. Product: CCCC(=O)OCC=O. Starting materials: Cc1c(-c2cccnc2)n(CC#CC(=O)O)c2ccccc12, CO, [Li+], [OH-]. Yields the product COC(=O)C#CCn1c(-c2cccnc2)c(C)c2ccccc21. Reaction SMILES: [C:3](=[O:4])([OH:5])[C:6]#[C:7][CH2:8][n:9]1[c:10](-[c:19]2[cH:20][n:21][cH:22][cH:23][cH:24]2)[c:11]([CH3:18])[c:12]2[cH:13][cH:14][cH:15][cH:16][c:17]12.[CH3:25][OH:26].[Li+:1].[OH-:2]>>[C:3]([O:4][CH3:25])(=[O:5])[C:6]#[C:7][CH2:8][n:9]1[c:10](-[c:19]2[cH:20][n:21][cH:22][cH:23][cH:24]2)[c:11]([CH3:18])[c:12]2[cH:13][cH:14][cH:15][cH:16][c:17]12.